From a dataset of the Open Reaction Database (ORD), a public repository of structured organic reaction records. describe an organic reaction: reactants, conditions, products, and yield Starting materials: CC[SiH](CC)CC, CS(=O)(=O)O, COc1ccc(O)c2c1CC(C)(C)C2=O, ClCCl. Product: COc1ccc(O)c2c1CC(C)(C)C2. RXN SMILES: [CH2:21]([SiH:22]([CH2:23][CH3:24])[CH2:25][CH3:26])[CH3:27].[CH3:16][S:17](=[O:18])(=[O:19])[OH:20].[CH3:1][C:2]1([CH3:15])[C:3](=[O:14])[c:4]2[c:5]([OH:13])[cH:6][cH:7][c:8]([O:11][CH3:12])[c:9]2[CH2:10]1.[Cl:28][CH2:29][Cl:30]>>[CH3:1][C:2]1([CH3:15])[CH2:3][c:4]2[c:5]([OH:13])[cH:6][cH:7][c:8]([O:11][CH3:12])[c:9]2[CH2:10]1. The reactants are C, CO, CC1C(O)C(C)(C)CN1C(=O)OCc1ccccc1, [Pd]. Product: CC1NCC(C)(C)C1O. As a reaction SMILES: [C:22].[CH3:20][OH:21].[OH:1][CH:2]1[CH:3]([CH3:19])[N:4]([C:9]([O:10][CH2:11][c:12]2[cH:13][cH:14][cH:15][cH:16][cH:17]2)=[O:18])[CH2:5][C:6]1([CH3:7])[CH3:8].[Pd:23]>>[OH:1][CH:2]1[CH:3]([CH3:19])[NH:4][CH2:5][C:6]1([CH3:7])[CH3:8].